describe an organic reaction: reactants, conditions, products, and yield From a dataset of the Open Reaction Database (ORD), a public repository of structured organic reaction records. Starting materials: [Cl-].[Na+] (sodium chloride), P(=O)(Cl)(Cl)Cl (phosphorus oxychloride), CON=C(C(=O)O)C1=CC(=CC=C1)O (2-methoxyimino-2-(3-hydroxyphenyl)acetic acid), resultant mixture, NC1[C@@H]2N(C(=C(CS2)CSC2=NN=NN2C)C(=O)O)C1=O (7-amino-3-(1-methyl-1H-tetrazol-5-yl)thiomethyl-3-cephem-4-carboxylic acid), C[Si](C)(C)C(C(=O)N)[Si](C)(C)C (bis(trimethylsilyl)acetamide). Solvent: C(C)(=O)OCC (ethyl acetate), C(Cl)Cl (methylene chloride), CN(C=O)C (dimethylformamide), C(C)(=O)OCC (ethyl acetate). Run at temperature 40 celsius. The product is CON=C(C(=O)NC1[C@@H]2N(C(=C(CS2)CSC2=NN=NN2C)C(=O)O)C1=O)C1=CC(=CC=C1)O (7-[2-methoxyimino-2-(3-hydroxyphenyl)acetamido]-3-(1-methyl-1H-tetrazol-5-yl)thiomethyl-3-cephem-4-carboxylic acid). Yield: 63.9%. RXN SMILES: P(Cl)(Cl)(Cl)=O.[CH3:6][O:7][N:8]=[C:9]([C:13]1[CH:18]=[CH:17][CH:16]=[C:15]([OH:19])[CH:14]=1)[C:10]([OH:12])=O.[NH2:20][CH:21]1[C:39](=[O:40])[N:23]2[C:24]([C:36]([OH:38])=[O:37])=[C:25]([CH2:28][S:29][C:30]3[N:34]([CH3:35])[N:33]=[N:32][N:31]=3)[CH2:26][S:27][C@H:22]12.C[Si](C([Si](C)(C)C)C(N)=O)(C)C.[Cl-].[Na+]>C(OCC)(=O)C.C(Cl)Cl.CN(C)C=O>[CH3:6][O:7][N:8]=[C:9]([C:13]1[CH:18]=[CH:17][CH:16]=[C:15]([OH:19])[CH:14]=1)[C:10]([NH:20][CH:21]1[C:39](=[O:40])[N:23]2[C:24]([C:36]([OH:38])=[O:37])=[C:25]([CH2:28][S:29][C:30]3[N:34]([CH3:35])[N:33]=[N:32][N:31]=3)[CH2:26][S:27][C@H:22]12)=[O:12] |f:4.5|. Reported procedure: A mixture of dimethylformamide (2.81 g.) and phosphorus oxychloride (5.36 g.) was warmed at 40° C. for 1 hour. After cooling, methylene chloride (60 ml.) was added thereto and disilled off. To the residue was added dry ethyl acetate (50 ml.). Then, 2-methoxyimino-2-(3-hydroxyphenyl)acetic acid (syn isomer) (6.83 g.) was added thereto at 5° C. with stirring under ice-cooling. The resultant mixture was then stirred for 50 minutes at the same temperature. On the other hand, 7-amino-3-(1-methyl-1H-t... The product is ClC1=NC=C(C(=C1)NC=1C=CC(=C2CN(C(C12)=O)C)N1CCN(CC1)C(C)C)Cl (7-[(2,5-dichloropyridin-4-yl)amino]-2-methyl-4-(4-propan-2-ylpiperazin-1-yl)-3H-isoindol-1-one). Procedure: A mixture of 2,5-dichloro-4-iodopyridine (0.40 g, 1.46 mmol), 7-amino-2-methyl-4-(4-propan-2-ylpiperazin-1-yl)-3H-isoindol-1-one (0.421 g, 1.46 mmol), 9,9-dimethyl-4,5-bis(diphenylphosphino)xanthene (0.051 g, 0.09 mmol), cesium carbonate (0.952 g, 2.92 mmol) and palladium(II) acetate (0.013 g, 0.06 mmol) was suspended in DMA (15 mL). The mixture was heated at 100° C. for 1 hour in a microwave reactor and then allowed to cool to room temperature. The mixture was loaded onto an SCX column and the ... RXN SMILES: [Cl:1][C:2]1[CH:7]=[C:6](I)[C:5]([Cl:9])=[CH:4][N:3]=1.[NH2:10][C:11]1[CH:12]=[CH:13][C:14]([N:22]2[CH2:27][CH2:26][N:25]([CH:28]([CH3:30])[CH3:29])[CH2:24][CH2:23]2)=[C:15]2[C:19]=1[C:18](=[O:20])[N:17]([CH3:21])[CH2:16]2.C(=O)([O-])[O-].[Cs+].[Cs+]>CC(N(C)C)=O.C([O-])(=O)C.[Pd+2].C([O-])(=O)C.CC1(C)C2C=CC=C(P(C3C=CC=CC=3)C3C=CC=CC=3)C=2OC2C1=CC=CC=2P(C1C=CC=CC=1)C1C=CC=CC=1>[Cl:1][C:2]1[CH:7]=[C:6]([NH:10][C:11]2[CH:12]=[CH:13][C:14]([N:22]3[CH2:23][CH2:24][N:25]([CH:28]([CH3:30])[CH3:29])[CH2:26][CH2:27]3)=[C:15]3[C:19]=2[C:18](=[O:20])[N:17]([CH3:21])[CH2:16]3)[C:5]([Cl:9])=[CH:4][N:3]=1 |f:2.3.4,6.7.8|. Conditions: temperature 100 celsius. Solvent: CC(=O)N(C)C (DMA). The reagents and catalysts are C(C)(=O)[O-].[Pd+2].C(C)(=O)[O-] (palladium(II) acetate), CC1(C2=CC=CC(=C2OC=2C(=CC=CC12)P(C1=CC=CC=C1)C1=CC=CC=C1)P(C1=CC=CC=C1)C1=CC=CC=C1)C (9,9-dimethyl-4,5-bis(diphenylphosphino)xanthene). Isolated yield 99.3%. The reactants are ClC1=NC=C(C(=C1)I)Cl (2,5-dichloro-4-iodopyridine), NC=1C=CC(=C2CN(C(C12)=O)C)N1CCN(CC1)C(C)C (7-amino-2-methyl-4-(4-propan-2-ylpiperazin-1-yl)-3H-isoindol-1-one), C([O-])([O-])=O.[Cs+].[Cs+] (cesium carbonate). Reactants: C(C1=CC=CC=C1)OC=1C(=NC=CC1)C(=O)O (3-benzyloxypyridine-2-carboxylic acid), S(=O)(=O)(O)C1=CC=C(C)C=C1.C(CCCCCCC)OC(CN)=O (glycine 1-octyl ester tosylate). Product: C(CCCCCCC)OC(=O)CNC(=O)C1=NC=CC=C1OCC1=CC=CC=C1 (3-Benzyloxypyridine-2-carboxylic acid N-(((1-octyloxy)carbonyl)methyl)amide). RXN SMILES: [CH2:1]([O:8][C:9]1[C:10]([C:15]([OH:17])=O)=[N:11][CH:12]=[CH:13][CH:14]=1)[C:2]1[CH:7]=[CH:6][CH:5]=[CH:4][CH:3]=1.S(C1C=CC(C)=CC=1)(O)(=O)=O.[CH2:29]([O:37][C:38](=[O:41])[CH2:39][NH2:40])[CH2:30][CH2:31][CH2:32][CH2:33][CH2:34][CH2:35][CH3:36]>>[CH2:29]([O:37][C:38]([CH2:39][NH:40][C:15]([C:10]1[C:9]([O:8][CH2:1][C:2]2[CH:3]=[CH:4][CH:5]=[CH:6][CH:7]=2)=[CH:14][CH:13]=[CH:12][N:11]=1)=[O:17])=[O:41])[CH2:30][CH2:31][CH2:32][CH2:33][CH2:34][CH2:35][CH3:36] |f:1.2|. Reported procedure: 1.1 g (5 mmol) of 3-benzyloxypyridine-2-carboxylic acid were condensed with glycine 1-octyl ester tosylate in analogy with Example 147. 1.3 g of the title compound were obtained, without column chromatography, as a pale brown oil, 1H NMR (DMSO): δ=5.24 (s, CH2 -benzyl). Reactants: C1(CC1)Br (cyclopropyl bromide), O (Water), compound, ClC1=C(C=CC(=C1)Cl)C1=CC2=C(N(C3=CC=C(C=C23)C=2N=C(SC2)CO)C)N(C1=O)C (3-(2,4-dichlorophenyl)-6-[2-(hydroxymethyl)-1,3-thiazol-4-yl]-1,9-dimethyl-1,9-dihydro-2H-pyrido[2,3-b]indol-2-one), [H-].[Na+] (NaH). The solvent is CN(C)C=O (DMF). Reaction conditions: time 30 minute. The product is ClC1=C(C=CC(=C1)Cl)C1=CC2=C(N(C3=CC=C(C=C23)C=2N=CSC2)C)N(C1=O)C (3-(2,4-Dichlorophenyl)-6-(thiazol-4-yl)-1,9-dimethyl-1,9-dihydropyrido[2,3-b]indol-2-one). As a reaction SMILES: [Cl:1][C:2]1[CH:7]=[C:6]([Cl:8])[CH:5]=[CH:4][C:3]=1[C:9]1[C:29](=[O:30])[N:28]([CH3:31])[C:12]2[N:13]([CH3:27])[C:14]3[C:19]([C:11]=2[CH:10]=1)=[CH:18][C:17]([C:20]1[N:21]=[C:22](CO)[S:23][CH:24]=1)=[CH:16][CH:15]=3.[H-].[Na+].C1(Br)CC1.O>CN(C=O)C>[Cl:1][C:2]1[CH:7]=[C:6]([Cl:8])[CH:5]=[CH:4][C:3]=1[C:9]1[C:29](=[O:30])[N:28]([CH3:31])[C:12]2[N:13]([CH3:27])[C:14]3[C:19]([C:11]=2[CH:10]=1)=[CH:18][C:17]([C:20]1[N:21]=[CH:22][S:23][CH:24]=1)=[CH:16][CH:15]=3 |f:1.2|. Procedure: 150 mg (0.3 mmol) of compound 3-(2,4-dichlorophenyl)-6-[2-(hydroxymethyl)-1,3-thiazol-4-yl]-1,9-dimethyl-1,9-dihydro-2H-pyrido[2,3-b]indol-2-one from Example 9 above are dissolved in 10 ml of DMF. 50 mg of 60% NaH (0.96 mmol) are added and the mixture is stirred at ambient temperature for 30 min. 0.05 ml (0.6 mmol) of cyclopropyl bromide are added and the mixture is then stirred at ambient temperature for 3 hours. Water is added and the mixture is extracted with EtOAc. The product is washed with... The reactants are C1(CC1)S(=O)(=O)C1=CC=C(C=C1)[C@H](C(=O)NC1=NC=C(C(=O)OCC2=CC=CC=C2)C=C1)C[C@@H]1CN(CC1)C(NC)=O (Benzyl 6-((R)-2-(4-(cyclopropylsulfonyl)phenyl)3-((S)-1-(methylcarbamoyl)pyrrolidin-3-yl)-propanamido)nicotinate). Reagents/catalysts: [C].[Pd] (palladium carbon). Solvent: C(C)(=O)OCC (ethyl acetate). Reaction conditions: time 15 hour. Product: C1(CC1)S(=O)(=O)C1=CC=C(C=C1)[C@H](C(=O)NC1=NC=C(C(=O)O)C=C1)C[C@@H]1CN(CC1)C(NC)=O (6-((R)-2-(4-(cyclopropylsulfonyl)phenyl)-3-((S)-1-(methylcarbamoyl)pyrrolidin-3-yl)propanamido)nicotinic acid). Yield: 68.0%. Reaction SMILES: [CH:1]1([S:4]([C:7]2[CH:12]=[CH:11][C:10]([C@@H:13]([CH2:33][C@H:34]3[CH2:38][CH2:37][N:36]([C:39](=[O:42])[NH:40][CH3:41])[CH2:35]3)[C:14]([NH:16][C:17]3[CH:32]=[CH:31][C:20]([C:21]([O:23]CC4C=CC=CC=4)=[O:22])=[CH:19][N:18]=3)=[O:15])=[CH:9][CH:8]=2)(=[O:6])=[O:5])[CH2:3][CH2:2]1>C(OCC)(=O)C.[C].[Pd]>[CH:1]1([S:4]([C:7]2[CH:8]=[CH:9][C:10]([C@@H:13]([CH2:33][C@H:34]3[CH2:38][CH2:37][N:36]([C:39](=[O:42])[NH:40][CH3:41])[CH2:35]3)[C:14]([NH:16][C:17]3[CH:32]=[CH:31][C:20]([C:21]([OH:23])=[O:22])=[CH:19][N:18]=3)=[O:15])=[CH:11][CH:12]=2)(=[O:5])=[O:6])[CH2:3][CH2:2]1 |f:2.3|. Procedure details: Benzyl 6-((R)-2-(4-(cyclopropylsulfonyl)phenyl)3-((S)-1-(methylcarbamoyl)pyrrolidin-3-yl)-propanamido)nicotinate (50.0 mg, 84.6 μmol) was dissolved in ethyl acetate (2 mL), and thereafter, 10% palladium carbon (catalytic amount) was added to the obtained solution. The obtained mixture was stirred under a hydrogen atmosphere for 15 hours. Thereafter, the reaction solution was filtered through a pad of celite, and was then concentrated in vacuo, so as to obtain the captioned compound (28.8 mg, 68%...